This data is from the Open Reaction Database (ORD), a public repository of structured organic reaction records. The task is: describe an organic reaction: reactants, conditions, products, and yield The reactants are BrC1=CC=C(C(=N1)NC(C)(C)C)C ((6-bromo-3-methylpyridin-2-yl)-tert-butylamine). The solvent is ClCCCl (DCE), C(=O)(C(F)(F)F)O (TFA). The product is BrC1=CC=C(C(=N1)N)C (6-Bromo-3-methylpyridin-2-ylamine). The yield is 93.2%. Reaction SMILES: [Br:1][C:2]1[N:7]=[C:6]([NH:8]C(C)(C)C)[C:5]([CH3:13])=[CH:4][CH:3]=1>ClCCCl.C(O)(C(F)(F)F)=O>[Br:1][C:2]1[N:7]=[C:6]([NH2:8])[C:5]([CH3:13])=[CH:4][CH:3]=1. Procedure: A solution of (6-bromo-3-methylpyridin-2-yl)-tert-butylamine (500 mg, 2.06 mmol) in DCE (2 mL) and TFA (2 mL) was heated at 120° C. for 10 min in a microwave reactor, and then concentrated under reduced pressure. The residue was taken up in MeOH and loaded onto an Isolute® SCX-2 cartridge (10 g). The cartridge was washed with MeOH then the desired product eluted with 2 M NH3 in MeOH to give 6-Bromo-3-methylpyridin-2-ylamine as a white solid (359 mg, 93%). 1H NMR (400 MHz, CHCl3-d): δ 7.11 (d, J=... Starting materials: C(CCC)C=1C[C@H]2CC([C@H]2C1)=CC(=O)OC(C)(C)C (Tert-butyl(±)-[(1S,5R)-3-butylbicyclo[3.2.0]hept-3-en-6-ylidene]acetate), OC(CC(=O)O)(C(CC=C)C)C (3-hydroxy-3,4-dimethyl-6-heptenoic acid). Yields the product CC=1C[C@@H]2CC([C@@H]2C1C)=CC(=O)OC(C)(C)C (Tert-butyl(±)-(1S,5R)-[3,4-dimethylbicyclo[3.2.0]hept-3-en-6-ylidene]acetate). RXN SMILES: [CH2:1]([C:5]1[CH2:6][C@@H:7]2[C@H:10]([CH:11]=1)[C:9](=[CH:12][C:13]([O:15][C:16]([CH3:19])([CH3:18])[CH3:17])=[O:14])[CH2:8]2)CCC.O[C:21](C)(C(C)CC=C)CC(O)=O>>[CH3:1][C:5]1[CH2:6][C@H:7]2[C@@H:10]([C:11]=1[CH3:21])[C:9](=[CH:12][C:13]([O:15][C:16]([CH3:17])([CH3:18])[CH3:19])=[O:14])[CH2:8]2. Procedure: The compound of interest (4.2 g, 33%) was obtained as an oil substance (E/Z mixture) in the same way as in paragraph (10-c) using 3-hydroxy-3,4-dimethyl-6-heptenoic acid (10.1 g). Starting materials: O=C(Cl)C(=O)Cl, CC(C)(C)OC(=O)N1CC(CO)C(c2ccc(OCCCOCc3ccccc3)cc2)C(COCCN2CCOCC2)C1, ClCCl, CS(C)=O. Product: CC(C)(C)OC(=O)N1CC(C=O)C(c2ccc(OCCCOCc3ccccc3)cc2)C(COCCN2CCOCC2)C1. Reaction SMILES: [C:44]([Cl:45])(=[O:46])[C:47]([Cl:48])=[O:49].[CH2:1]([c:2]1[cH:3][cH:4][cH:5][cH:6][cH:7]1)[O:8][CH2:9][CH2:10][CH2:11][O:12][c:13]1[cH:14][cH:15][c:16]([CH:19]2[CH:20]([CH2:42][OH:43])[CH2:21][N:22]([C:35](=[O:36])[O:37][C:38]([CH3:39])([CH3:40])[CH3:41])[CH2:23][CH:24]2[CH2:25][O:26][CH2:27][CH2:28][N:29]2[CH2:30][CH2:31][O:32][CH2:33][CH2:34]2)[cH:17][cH:18]1.[CH2:54]([Cl:55])[Cl:56].[CH3:50][S:51]([CH3:52])=[O:53]>>[CH2:1]([c:2]1[cH:3][cH:4][cH:5][cH:6][cH:7]1)[O:8][CH2:9][CH2:10][CH2:11][O:12][c:13]1[cH:14][cH:15][c:16]([CH:19]2[CH:20]([CH:42]=[O:43])[CH2:21][N:22]([C:35](=[O:36])[O:37][C:38]([CH3:39])([CH3:40])[CH3:41])[CH2:23][CH:24]2[CH2:25][O:26][CH2:27][CH2:28][N:29]2[CH2:30][CH2:31][O:32][CH2:33][CH2:34]2)[cH:17][cH:18]1. The reactants are OCCCCCCCCCCCCBr, C1COCCN1, CC#N. Product: OCCCCCCCCCCCCN1CCOCC1. RXN SMILES: [Br:1][CH2:2][CH2:3][CH2:4][CH2:5][CH2:6][CH2:7][CH2:8][CH2:9][CH2:10][CH2:11][CH2:12][CH2:13][OH:14].[CH2:15]1[CH2:16][O:17][CH2:18][CH2:19][NH:20]1.[CH3:21][C:22]#[N:23]>>[CH2:2]([CH2:3][CH2:4][CH2:5][CH2:6][CH2:7][CH2:8][CH2:9][CH2:10][CH2:11][CH2:12][CH2:13][OH:14])[N:20]1[CH2:15][CH2:16][O:17][CH2:18][CH2:19]1. The reactants are C(#N)[BH3-].[Na+] (sodium cyanoborohydride), BrC1=C(C=C(C=C1)Br)C1(CCC1)O (1-(2,5-Dibromophenyl)cyclobutanol), C(=O)(O)[O-].[Na+] (NaHCO3). Solvent: C1CCOC1 (THF). Yields the product BrC1=C(C=C(C=C1)Br)C1CCC1 (1,4-Dibromo-2-cyclobutylbenzene). RXN SMILES: [Br:1][C:2]1[CH:7]=[CH:6][C:5]([Br:8])=[CH:4][C:3]=1[C:9]1(O)[CH2:12][CH2:11][CH2:10]1.C([BH3-])#N.[Na+].C([O-])(O)=O.[Na+]>C1COCC1>[Br:1][C:2]1[CH:7]=[CH:6][C:5]([Br:8])=[CH:4][C:3]=1[CH:9]1[CH2:12][CH2:11][CH2:10]1 |f:1.2,3.4|. Procedure details: 14.5 g (47.39 mmol) of 4 are dissolved in 50 ml of THF under nitrogen, and 35.72 ml (284.4 mmol) of boron trifluoride/diethyl ether complex are added dropwise at room temperature, and 12.54 g (189.6 mmol) of sodium cyanoborohydride are added dropwise in portions. The batch is heated under reflux overnight. The batch is allowed to cool to room temperature, sat. NaHCO3 solution is added, the mixture is extracted with methyl t-butyl ether, the organic phase is dried over sodium sulfate and filtered... RXN SMILES: [CH3:28][CH2:29][O:30][C:31](=[O:32])[CH3:33].[Cl:11][c:12]1[c:13]([F:22])[cH:14][c:15]([F:21])[c:16]([N+:18](=[O:19])[O-:20])[cH:17]1.[Cl:3][c:4]1[n:5][cH:6][cH:7][c:8]([OH:10])[cH:9]1.[H-:1].[Na+:2].[O:23]=[CH:24][N:25]([CH3:26])[CH3:27]>>[Cl:3][c:4]1[n:5][cH:6][cH:7][c:8]([O:10][c:13]2[c:12]([Cl:11])[cH:17][c:16]([N+:18](=[O:19])[O-:20])[c:15]([F:21])[cH:14]2)[cH:9]1. Reactants: CCOC(C)=O, O=[N+]([O-])c1cc(Cl)c(F)cc1F, Oc1ccnc(Cl)c1, [H-], [Na+], CN(C)C=O. The product is O=[N+]([O-])c1cc(Cl)c(Oc2ccnc(Cl)c2)cc1F. The reactants are C(C1=CC=CC=C1)[C@H]1CN(CCN1)C1=CC(=C(C=C1)OC)OC1CCC1 ((S)-3-benzyl-1-(3-cyclobutyloxy-4-methoxy-phenyl)-piperazine), COC(CC=1C=NN(C1)C)=O ((1-methyl-1H-pyrazol-4-yl)-acetic acid methyl ester). The product is C(C1=CC=CC=C1)[C@@H]1N(CCN(C1)C1=CC(=C(C=C1)OC)OC1CCC1)C(CC=1C=NN(C1)C)=O ((S)-1-(2-benzyl-4-(3-cyclobutoxy-4-methoxyphenyl)piperazin-1-yl)-2-(1-methyl-1H-pyrazol-4-yl)ethanone). The yield is 4.0%. RXN SMILES: [CH2:1]([C@@H:8]1[NH:13][CH2:12][CH2:11][N:10]([C:14]2[CH:19]=[CH:18][C:17]([O:20][CH3:21])=[C:16]([O:22][CH:23]3[CH2:26][CH2:25][CH2:24]3)[CH:15]=2)[CH2:9]1)[C:2]1[CH:7]=[CH:6][CH:5]=[CH:4][CH:3]=1.C[O:28][C:29](=O)[CH2:30][C:31]1[CH:32]=[N:33][N:34]([CH3:36])[CH:35]=1>>[CH2:1]([C@H:8]1[CH2:9][N:10]([C:14]2[CH:19]=[CH:18][C:17]([O:20][CH3:21])=[C:16]([O:22][CH:23]3[CH2:26][CH2:25][CH2:24]3)[CH:15]=2)[CH2:11][CH2:12][N:13]1[C:29](=[O:28])[CH2:30][C:31]1[CH:32]=[N:33][N:34]([CH3:36])[CH:35]=1)[C:2]1[CH:3]=[CH:4][CH:5]=[CH:6][CH:7]=1. Procedure: Prepared using the same procedure described in Example 275 from (S)-3-benzyl-1-(3-cyclobutyloxy-4-methoxy-phenyl)-piperazine and (1-methyl-1H-pyrazol-4-yl)-acetic acid methyl ester [prepared by treatment of (1H-pyrazol-4-yl)-acetic acid methyl ester with NaH followed by MeI; used as obtained after aqueous workup] with heating for 15 days to afford the title compound as a tan solid (12 mg, 4%). LC/MS (Method B) 3.55 min, [M+1]+ 475. The reactants are O=C([O-])[O-], C1CCOC1, Cc1ccccc1, Cc1cccc(OB(O)O)c1, Cc1ccc2ccc(Cl)nc2c1, [K+], [K+], O, [Pd], c1ccc(P(c2ccccc2)c2ccccc2)cc1, c1ccc(P(c2ccccc2)c2ccccc2)cc1, c1ccc(P(c2ccccc2)c2ccccc2)cc1, c1ccc(P(c2ccccc2)c2ccccc2)cc1. Product: Cc1cccc(-c2ccc3ccc(C)cc3n2)c1. Reaction SMILES: [C:24](=[O:25])([O-:26])[O-:27].[CH2:114]1[O:115][CH2:116][CH2:117][CH2:118]1.[CH3:107][c:108]1[cH:109][cH:110][cH:111][cH:112][cH:113]1.[CH3:1][c:2]1[cH:3][c:4]([O:8][B:9]([OH:10])[OH:11])[cH:5][cH:6][cH:7]1.[Cl:12][c:13]1[n:14][c:15]2[cH:16][c:17]([CH3:23])[cH:18][cH:19][c:20]2[cH:21][cH:22]1.[K+:28].[K+:29].[OH2:119].[Pd:30].[c:31]1([P:32]([c:33]2[cH:34][cH:35][cH:36][cH:37][cH:38]2)[c:39]2[cH:40][cH:41][cH:42][cH:43][cH:44]2)[cH:45][cH:46][cH:47][cH:48][cH:49]1.[c:50]1([P:51]([c:52]2[cH:53][cH:54][cH:55][cH:56][cH:57]2)[c:58]2[cH:59][cH:60][cH:61][cH:62][cH:63]2)[cH:64][cH:65][cH:66][cH:67][cH:68]1.[c:69]1([P:70]([c:71]2[cH:72][cH:73][cH:74][cH:75][cH:76]2)[c:77]2[cH:78][cH:79][cH:80][cH:81][cH:82]2)[cH:83][cH:84][cH:85][cH:86][cH:87]1.[c:88]1([P:89]([c:90]2[cH:91][cH:92][cH:93][cH:94][cH:95]2)[c:96]2[cH:97][cH:98][cH:99][cH:100][cH:101]2)[cH:102][cH:103][cH:104][cH:105][cH:106]1>>[CH3:1][c:2]1[cH:3][c:4](-[c:13]2[n:14][c:15]3[cH:16][c:17]([CH3:23])[cH:18][cH:19][c:20]3[cH:21][cH:22]2)[cH:5][cH:6][cH:7]1. Reactants: [BH4-], CO, COc1cccc(C(=O)CC2CCCN2)c1, Cl, [Na+], O. Product: COc1cccc(C(O)CC2CCCN2)c1. Reaction SMILES: [BH4-:1].[CH3:20][OH:21].[CH3:4][O:5][c:6]1[cH:7][c:8]([C:12]([CH2:13][CH:14]2[NH:15][CH2:16][CH2:17][CH2:18]2)=[O:19])[cH:9][cH:10][cH:11]1.[ClH:3].[Na+:2].[OH2:22]>>[CH3:4][O:5][c:6]1[cH:7][c:8]([CH:12]([CH2:13][CH:14]2[NH:15][CH2:16][CH2:17][CH2:18]2)[OH:19])[cH:9][cH:10][cH:11]1. Reactants: O=C(O)CBr, O=C([O-])[O-], Cl, [K+], [K+], Nc1nc(Cl)c2[nH]cnc2n1, CN(C)C=O, O. Product: Nc1nc(Cl)c2ncn(CC(=O)O)c2n1. Reaction SMILES: [Br:18][CH2:19][C:20](=[O:21])[OH:22].[C:12](=[O:13])([O-:14])[O-:15].[ClH:23].[K+:16].[K+:17].[NH2:1][c:2]1[n:3][c:4]([Cl:11])[c:5]2[nH:6][cH:7][n:8][c:9]2[n:10]1.[O:24]=[CH:25][N:26]([CH3:27])[CH3:28].[OH2:29]>>[NH2:1][c:2]1[n:3][c:4]([Cl:11])[c:5]2[n:6][cH:7][n:8]([CH2:19][C:20](=[O:21])[OH:22])[c:9]2[n:10]1.